From a dataset of the Open Reaction Database (ORD), a public repository of structured organic reaction records. describe an organic reaction: reactants, conditions, products, and yield Reported procedure: A mixture of 1.218 g of 2-methoxycarbonylphenylsulfonyl isocyanate, 0.7 g of 3-amino-1,6-dimethylpyrazin-2-one and 15 ml of absolute dioxane is refluxed for 3 hours. The reaction mixture is evaporated to dryness and the residue is crystallized by treatment with acetone. 0.9 g of 3-[3-(2-methoxycarbonylphenylsulfonyl)-ureido]-1,6-dimethylpyrazin-2-one with a melting point of 192°-193° C. are thus obtained. RXN SMILES: [CH3:1][O:2][C:3]([C:5]1[CH:10]=[CH:9][CH:8]=[CH:7][C:6]=1[S:11]([N:14]=[C:15]=[O:16])(=[O:13])=[O:12])=[O:4].[NH2:17][C:18]1[C:19](=[O:26])[N:20]([CH3:25])[C:21]([CH3:24])=[CH:22][N:23]=1>O1CCOCC1>[CH3:1][O:2][C:3]([C:5]1[CH:10]=[CH:9][CH:8]=[CH:7][C:6]=1[S:11]([NH:14][C:15](=[O:16])[NH:17][C:18]1[C:19](=[O:26])[N:20]([CH3:25])[C:21]([CH3:24])=[CH:22][N:23]=1)(=[O:12])=[O:13])=[O:4]. Run in O1CCOCC1 (dioxane). Yields the product COC(=O)C1=C(C=CC=C1)S(=O)(=O)NC(NC=1C(N(C(=CN1)C)C)=O)=O (3-[3-(2-methoxycarbonylphenylsulfonyl)-ureido]-1,6-dimethylpyrazin-2-one). Yield: 47.0%. The reactants are COC(=O)C1=C(C=CC=C1)S(=O)(=O)N=C=O (2-methoxycarbonylphenylsulfonyl isocyanate), NC=1C(N(C(=CN1)C)C)=O (3-amino-1,6-dimethylpyrazin-2-one). Starting materials: N(N)C1=NC=CN=C1 (2-hydrazinopyrazine), ClC1=CC=C(C(=O)O)C=C1 (4-chloro-benzoic acid), [OH-].[NH4+] (ammonium hydroxide). The solvent is polyphosphoric acid. Conditions: temperature 110 celsius, time 18 hour. Yields the product ClC1=CC=C(C=C1)C1=NN=C2N1C=CN=C2 (3-(4-chlorophenyl)-[1,2,4]triazolo[4,3-a]pyrazine). As a reaction SMILES: [NH:1]([C:3]1[CH:8]=[N:7][CH:6]=[CH:5][N:4]=1)[NH2:2].[Cl:9][C:10]1[CH:18]=[CH:17][C:13]([C:14](O)=O)=[CH:12][CH:11]=1.[OH-].[NH4+]>>[Cl:9][C:10]1[CH:18]=[CH:17][C:13]([C:14]2[N:4]3[CH:5]=[CH:6][N:7]=[CH:8][C:3]3=[N:1][N:2]=2)=[CH:12][CH:11]=1 |f:2.3|. Reported procedure: To 2-hydrazinopyrazine (1.60 g, 14.55 mmol) was added 4-chloro-benzoic acid (3 eq) followed by 20 mL of polyphosphoric acid, and the reaction mixture was stirred at 110° C. for 18 h. The hot PPA solution was added to ice and neutralized by the addition of ammonium hydroxide (highly exothermic!). The aqueous solution was extracted with ethyl acetate, washed with brine, and dried over anhydrous sodium sulfate. Concentration followed by flash chromatography (silica gel, 1:1 hexanes: ethyl acetate) ... The reactants are S(=O)(Cl)Cl (Thionyl chloride), OCC1C(NC(O1)=O)(C)C (5-(hydroxymethyl)-4,4-dimethyloxazolidin-2-one). Run in N1=CC=CC=C1 (pyridine). Run at temperature 60 celsius, time 15 minute. Product: ClCC1C(NC(O1)=O)(C)C (5-(chloromethyl)-4,4-dimethyloxazolidin-2-one). Reaction SMILES: S(Cl)([Cl:3])=O.O[CH2:6][CH:7]1[O:11][C:10](=[O:12])[NH:9][C:8]1([CH3:14])[CH3:13]>N1C=CC=CC=1>[Cl:3][CH2:6][CH:7]1[O:11][C:10](=[O:12])[NH:9][C:8]1([CH3:14])[CH3:13]. Procedure: Thionyl chloride (0.13 ml, 1.72 mmol) was added to a mixture of 5-(hydroxymethyl)-4,4-dimethyloxazolidin-2-one (50 mg, 0.34 mmol) in pyridine (1 mL) at −20° C. The mixture was allowed to stir for 15 minutes and then warmed to 60° C. for 1 hour. The mixture was concentrated under reduced pressure and the residue was purified by column chromatography on silica (20-100% ethyl acetate/hexanes) to afford 5-(chloromethyl)-4,4-dimethyloxazolidin-2-one. 1H NMR (500 MHz, CDCl3) δ 6.20 (br s, 1H), 4.38-4.... As a reaction SMILES: [Br:1][c:2]1[cH:3][c:4]([C:8](=[O:9])[O:10][CH3:11])[c:5]([CH3:7])[o:6]1.[CH3:28][O:29][CH2:30][CH2:31][O:32][CH3:33].[F:12][c:13]1[n:14][cH:15][c:16]([B:19]([OH:20])[OH:21])[cH:17][cH:18]1.[Na+:22].[Na+:23].[O-:24][C:25](=[O:26])[O-:27].[OH2:111].[cH:34]1[cH:35][cH:36][c:37]([P:38]([Pd:39]([P:40]([c:41]2[cH:42][cH:43][cH:44][cH:45][cH:46]2)([c:47]2[cH:48][cH:49][cH:50][cH:51][cH:52]2)[c:53]2[cH:54][cH:55][cH:56][cH:57][cH:58]2)([P:59]([c:60]2[cH:61][cH:62][cH:63][cH:64][cH:65]2)([c:66]2[cH:67][cH:68][cH:69][cH:70][cH:71]2)[c:72]2[cH:73][cH:74][cH:75][cH:76][cH:77]2)[P:78]([c:79]2[cH:80][cH:81][cH:82][cH:83][cH:84]2)([c:85]2[cH:86][cH:87][cH:88][cH:89][cH:90]2)[c:91]2[cH:92][cH:93][cH:94][cH:95][cH:96]2)([c:97]2[cH:98][cH:99][cH:100][cH:101][cH:102]2)[c:103]2[cH:104][cH:105][cH:106][cH:107][cH:108]2)[cH:109][cH:110]1>>[c:2]1(-[c:16]2[cH:15][n:14][c:13]([F:12])[cH:18][cH:17]2)[cH:3][c:4]([C:8](=[O:9])[O:10][CH3:11])[c:5]([CH3:7])[o:6]1. Yields the product COC(=O)c1cc(-c2ccc(F)nc2)oc1C. Reactants: COC(=O)c1cc(Br)oc1C, COCCOC, OB(O)c1ccc(F)nc1, [Na+], [Na+], O=C([O-])[O-], O, c1ccc(P(c2ccccc2)(c2ccccc2)[Pd](P(c2ccccc2)(c2ccccc2)c2ccccc2)(P(c2ccccc2)(c2ccccc2)c2ccccc2)P(c2ccccc2)(c2ccccc2)c2ccccc2)cc1. The reactants are C1CCOC1, O=C(Cl)OCc1ccccc1, CC(C)(C)OC(=O)N1CCCC(CN)C1. The product is CC(C)(C)OC(=O)N1CCCC(CNC(=O)OCc2ccccc2)C1. Reaction SMILES: [CH2:27]1[O:28][CH2:29][CH2:30][CH2:31]1.[Cl:16][C:17](=[O:18])[O:19][CH2:20][c:21]1[cH:22][cH:23][cH:24][cH:25][cH:26]1.[NH2:1][CH2:2][CH:3]1[CH2:4][N:5]([C:9](=[O:10])[O:11][C:12]([CH3:13])([CH3:14])[CH3:15])[CH2:6][CH2:7][CH2:8]1>>[NH:1]([CH2:2][CH:3]1[CH2:4][N:5]([C:9](=[O:10])[O:11][C:12]([CH3:13])([CH3:14])[CH3:15])[CH2:6][CH2:7][CH2:8]1)[C:17](=[O:18])[O:19][CH2:20][c:21]1[cH:22][cH:23][cH:24][cH:25][cH:26]1.